Dataset: the Open Reaction Database (ORD), a public repository of structured organic reaction records. Task: describe an organic reaction: reactants, conditions, products, and yield Starting materials: ClC1=NC(=CC2=CC(=C(C=C12)F)OC)NC1=NNC(=C1)C ((1-Chloro-7-fluoro-6-methoxy-isoquinolin-3-yl)-(5-methyl-1H-pyrazol-3-yl)-amine), [H-].[Na+] (NaH), COCCOC (DME), C(C)(=O)O (acetic acid). Conditions: temperature 180 celsius, time 1 hour. Yields the product FC1=C(C=C2C=C(N=C(C2=C1)OC(C)C)NC1=NNC(=C1)C)OC ((7-Fluoro-1-isopropoxy-6-methoxy-isoquinolin-3-yl)-(5-methyl-1H-pyrazol-3-yl)-amine). Reaction SMILES: [H-].[Na+].Cl[C:4]1[C:13]2[C:8](=[CH:9][C:10]([O:15][CH3:16])=[C:11]([F:14])[CH:12]=2)[CH:7]=[C:6]([NH:17][C:18]2[CH:22]=[C:21]([CH3:23])[NH:20][N:19]=2)[N:5]=1.[C:24]([OH:27])(=O)[CH3:25].[CH3:28]OCCOC>>[F:14][C:11]1[CH:12]=[C:13]2[C:8]([CH:7]=[C:6]([NH:17][C:18]3[CH:22]=[C:21]([CH3:23])[NH:20][N:19]=3)[N:5]=[C:4]2[O:27][CH:24]([CH3:25])[CH3:28])=[CH:9][C:10]=1[O:15][CH3:16] |f:0.1|. Reported procedure: NaH (155 mg) was added to a solution of ispropanol (500 mg) in DME (2 ml) and stirred for 1 hour. 1-Chloro-7-fluoro-6-methoxy-isoquinolin-3-yl)-(5-methyl-1H-pyrazol-3-yl)-amine (100 mg) (example 9B) was added to the mixture, and the mixture was heated at 180° C. for 30 minutes under microwave irradiation. The reaction mixture was acidified to PH=7 with acetic acid and purified by preparative LC-MS to give (7-Fluoro-1-isopropoxy-6-methoxy-isoquinolin-3-yl)-(5-methyl-1H-pyrazol-3-yl)-amine. LC-MS:... Reactants: C1(=CC=CC=C1)P(C1=CC=CC=C1)C1=CC=CC=C1 (Triphenylphosphine), N1C=NC=C1 (imidazole), II (iodine), OC1=CC=C(CCO)C=C1.I.N1C=NC=C1 (imidazole hydroiodide (4-hydroxyphenethyl) alcohol), N1C=NC=C1 (imidazole). The solvent is ClCCl (dichloromethane), O (water). Conditions: time 4 hour. Product: ICCC1=CC=C(C=C1)O (4-(2-Iodoethyl)phenol). As a reaction SMILES: C1(P(C2C=CC=CC=2)C2C=CC=CC=2)C=CC=CC=1.N1C=CN=C1.[I:25]I.[OH:27][C:28]1[CH:36]=[CH:35][C:31]([CH2:32][CH2:33]O)=[CH:30][CH:29]=1.I.N1C=CN=C1>O.ClCCl>[I:25][CH2:33][CH2:32][C:31]1[CH:35]=[CH:36][C:28]([OH:27])=[CH:29][CH:30]=1 |f:3.4.5|. Procedure details: Triphenylphosphine (1.57 g, 0.006 mol) and imidazole (0.41 g, 0.006 mol) were added to dry dichloromethane (20 ml). When the imidazole was in solution iodine (1.52 g, 0.006 mol) was added. After precipitation of the imidazole hydroiodide (4-hydroxyphenethyl) alcohol (0.69 g, 0.005 mol) was added. The mixture was stirred at room temperature for 4 h. Then water was added and the mixture was extracted with dichloromethane. The extracts were washed with water, dried and concentrated in vacuo to give... The reactants are O=C(O)CNC(=O)c1cc(-c2cccc(OCc3ccccc3)c2)[nH]n1, CCN=C=NCCCN(C)C, CCN(C(C)C)C(C)C, Clc1ccccc1NC1CCNCC1, Cl, Cl, Cl, CN(C)C=O, O. Product: O=C(NCC(=O)N1CCC(Nc2ccccc2Cl)CC1)c1cc(-c2cccc(OCc3ccccc3)c2)[nH]n1. RXN SMILES: [CH2:1]([c:2]1[cH:3][cH:4][cH:5][cH:6][cH:7]1)[O:8][c:9]1[cH:10][c:11](-[c:15]2[cH:16][c:17]([C:20](=[O:21])[NH:22][CH2:23][C:24](=[O:25])[OH:26])[n:18][nH:19]2)[cH:12][cH:13][cH:14]1.[CH3:36][CH2:37][N:38]=[C:39]=[N:40][CH2:41][CH2:42][CH2:43][N:44]([CH3:45])[CH3:46].[CH:27]([N:28]([CH2:29][CH3:30])[CH:31]([CH3:32])[CH3:33])([CH3:34])[CH3:35].[Cl:50][c:51]1[c:52]([NH:57][CH:58]2[CH2:59][CH2:60][NH:61][CH2:62][CH2:63]2)[cH:53][cH:54][cH:55][cH:56]1.[ClH:47].[ClH:48].[ClH:49].[O:64]=[CH:65][N:66]([CH3:67])[CH3:68].[OH2:69]>>[CH2:1]([c:2]1[cH:3][cH:4][cH:5][cH:6][cH:7]1)[O:8][c:9]1[cH:10][c:11](-[c:15]2[cH:16][c:17]([C:20](=[O:21])[NH:22][CH2:23][C:24](=[O:25])[N:61]3[CH2:60][CH2:59][CH:58]([NH:57][c:52]4[c:51]([Cl:50])[cH:56][cH:55][cH:54][cH:53]4)[CH2:63][CH2:62]3)[n:18][nH:19]2)[cH:12][cH:13][cH:14]1. Reactants: OC=1C=C(C=O)C=CC1 (3-hydroxybenzaldehyde), CC1CNCCC1 (3-methylpiperidine), C(=O)O (formic acid), N (ammonia). Run in O (water). Run at temperature 120 celsius, time 2 hour. The product is CC1CN(CCC1)CC=1C=C(C=CC1)O (3-[(3-Methylpiperidin-1-yl)methyl]phenol). Reaction SMILES: [OH:1][C:2]1[CH:3]=[C:4]([CH:7]=[CH:8][CH:9]=1)[CH:5]=O.[CH3:10][CH:11]1[CH2:16][CH2:15][CH2:14][NH:13][CH2:12]1.C(O)=O.N>O>[CH3:10][CH:11]1[CH2:16][CH2:15][CH2:14][N:13]([CH2:5][C:4]2[CH:3]=[C:2]([OH:1])[CH:9]=[CH:8][CH:7]=2)[CH2:12]1. Procedure details: 24.4 g (0.2 mol) of 3-hydroxybenzaldehyde are mixed with 40 ml (about 0.4 mol) of 3-methylpiperidine and 20 ml (about 0.52 mol) of 100% formic acid with cooling and then stirred for 2 hours at 120° C. When the reaction mixture has cooled to room temperature, it is poured into water and rendered alkaline with ammonia, and the precipitated solid is filtered off and recrystallised from ethanol. Reactants: CC1(OC([C@@H](O1)[C@H](C(=O)N[C@@H](C(C)(C)C)C(=O)N[C@H](C)C1=CC=CC=C1)CC=C)=O)C ((2R)-2-[(4S)-2,2-dimethyl-5-oxo-1,3-dioxolan-4-yl]-N-[(1S)-2,2-dimethyl-1-({[(1R)-1-phenylethyl]amino}carbonyl)propyl]pent-4-enamide), BrC1=CC(=C(C=C1)OC1=CC=CC=C1)F (1-bromo-3-fluoro-4-phenoxybenzene), C(C)N1CCOCC1 (N-ethylmorpholine), CC1=C(C=CC=C1)P(C1=C(C=CC=C1)C)C1=C(C=CC=C1)C (tri-(2-methylphenyl)phosphine). Reagents/catalysts: C(C)(=O)[O-].[Pd+2].C(C)(=O)[O-] (palladium acetate). Solvent: C(C)#N (acetonitrile), C(C)#N (acetonitrile). Yields the product CC1(OC([C@@H](O1)[C@H](C(=O)N[C@@H](C(C)(C)C)C(=O)N[C@H](C)C1=CC=CC=C1)C\C=C\C1=CC(=C(C=C1)OC1=CC=CC=C1)F)=O)C ((2R, 5E)-2-[(4S)-2,2-dimethyl-5-oxo-1,3-dioxolan-4-yl]-N-[(1S)-2,2-dimethyl-1-({[(1R)-1-phenylethyl]amino}carbonyl)propyl]-5-(3-fluoro-4-phenoxyphenyl)pent-4-enamide). Isolated yield 22.7%. As a reaction SMILES: CC1C=CC=CC=1P(C1C=CC=CC=1C)C1C=CC=CC=1C.[CH3:23][C:24]1([CH3:53])[O:28][C@@H:27]([C@@H:29]([CH2:49][CH:50]=[CH2:51])[C:30]([NH:32][C@H:33]([C:38]([NH:40][C@@H:41]([C:43]2[CH:48]=[CH:47][CH:46]=[CH:45][CH:44]=2)[CH3:42])=[O:39])[C:34]([CH3:37])([CH3:36])[CH3:35])=[O:31])[C:26](=[O:52])[O:25]1.Br[C:55]1[CH:60]=[CH:59][C:58]([O:61][C:62]2[CH:67]=[CH:66][CH:65]=[CH:64][CH:63]=2)=[C:57]([F:68])[CH:56]=1.C(N1CCOCC1)C>C(#N)C.C([O-])(=O)C.[Pd+2].C([O-])(=O)C>[CH3:53][C:24]1([CH3:23])[O:28][C@@H:27]([C@@H:29]([CH2:49]/[CH:50]=[CH:51]/[C:55]2[CH:60]=[CH:59][C:58]([O:61][C:62]3[CH:63]=[CH:64][CH:65]=[CH:66][CH:67]=3)=[C:57]([F:68])[CH:56]=2)[C:30]([NH:32][C@H:33]([C:38]([NH:40][C@@H:41]([C:43]2[CH:48]=[CH:47][CH:46]=[CH:45][CH:44]=2)[CH3:42])=[O:39])[C:34]([CH3:35])([CH3:36])[CH3:37])=[O:31])[C:26](=[O:52])[O:25]1 |f:5.6.7|. Procedure details: A mixture of palladium acetate (17 mg, 0.075 mmol) and tri-(2-methylphenyl)phosphine (46 mg, 0.15 mmol) in anhydrous acetonitrile (2 mL) was sonicated at room temperature for 1 min until a creamy-coloured suspension formed. This suspension was added via Pasteur pipette to a stirred solution of (2R)-2-[(4S)-2,2-dimethyl-5-oxo-1,3-dioxolan-4-yl]-N-[(1S)-2,2-dimethyl-1-({[(1R)-1-phenylethyl]amino}carbonyl)propyl]pent-4-enamide (650 mg, 1.5 mmol), 1-bromo-3-fluoro-4-phenoxybenzene (Preparation 10)(5... Reactants: COC(C1=CC=C(C=C1)NS(=O)(=O)C1=CC=C(C=C1)COC1=C(C(=C(C=C1)C(C)=O)O)CCC)=O (4-[4-(4-acetyl-3-hydroxy-2-propyl-phenoxymethyl)-benzenesulfonylamino]-benzoic acid methyl ester), [OH-].[Li+] (lithium hydroxide). Solvent: CO (methanol). Reaction conditions: time 24 hour. Yields the product C(C)(=O)C1=C(C(=C(OCC2=CC=C(C=C2)S(=O)(=O)NC2=CC=C(C(=O)O)C=C2)C=C1)CCC)O (4-[4-(4-acetyl-3-hydroxy-2-propyl-phenoxymethyl)-benzenesulfonylamino]-benzoic acid). Isolated yield 76.5%. RXN SMILES: C[O:2][C:3](=[O:35])[C:4]1[CH:9]=[CH:8][C:7]([NH:10][S:11]([C:14]2[CH:19]=[CH:18][C:17]([CH2:20][O:21][C:22]3[CH:27]=[CH:26][C:25]([C:28](=[O:30])[CH3:29])=[C:24]([OH:31])[C:23]=3[CH2:32][CH2:33][CH3:34])=[CH:16][CH:15]=2)(=[O:13])=[O:12])=[CH:6][CH:5]=1.[OH-].[Li+]>CO>[C:28]([C:25]1[CH:26]=[CH:27][C:22]([O:21][CH2:20][C:17]2[CH:18]=[CH:19][C:14]([S:11]([NH:10][C:7]3[CH:8]=[CH:9][C:4]([C:3]([OH:35])=[O:2])=[CH:5][CH:6]=3)(=[O:13])=[O:12])=[CH:15][CH:16]=2)=[C:23]([CH2:32][CH2:33][CH3:34])[C:24]=1[OH:31])(=[O:30])[CH3:29] |f:1.2|. Procedure details: Dissolve 4-[4-(4-acetyl-3-hydroxy-2-propyl-phenoxymethyl)-benzenesulfonylamino]-benzoic acid methyl ester (1.48 g, 2.98 mmol) in methanol (15 mL) and add 2N aqueous lithium hydroxide solution (9 mL). Stir 24 hours. Concentrate under reduced pressure to remove majority of methanol, add 1N hydrochloric acid to the dark brown solution to afford a white precipitate. Triturate in 1N hydrochloric acid for 1 hour and collect the solid by filtration. Triturate the collected solid in 1:1 ether/hex and fi... Reactants: N1(CCCC1)CCOC1=CC=C(C=C1)C(=O)C=1C2=C(SC1N(C)C)C=C(C=C2)OCC2=CC=CC=C2 (6-benzyloxy-2-dimethylaminobenzo[b]thiophene-3-yl 4-[2-(1-pyrrolidinyl)ethoxy]phenyl ketone), BrC1=CC=C(C=C1)O[Si](C(C)C)(C(C)C)C(C)C (1-bromo-4-(triisopropylsilyloxy)benzene), TEA. Solvent: hexanes, C1CCOC1 (THF). Yields the product OC=1C=CC2=C(SC(=C2CC2=CC=C(C=C2)OCCN2CCCC2)C2=CC=C(C=C2)OCCCC#N)C1 (6-Hydroxy-3-[4-[2-(1-pyrrolidinyl)ethoxy]benzyl]-2-[4-(3-cyanopropyloxy)phenyl]benzo[b]thiophene). The yield is 57.0%. Reaction SMILES: [N:1]1([CH2:6][CH2:7][O:8][C:9]2[CH:14]=[CH:13][C:12]([C:15]([C:17]3[C:18]4[CH:28]=[CH:27][C:26]([O:29]CC5C=CC=CC=5)=[CH:25][C:19]=4[S:20][C:21]=3N(C)C)=O)=[CH:11][CH:10]=2)[CH2:5][CH2:4][CH2:3][CH2:2]1.Br[C:38]1[CH:43]=[CH:42][C:41]([O:44][Si](C(C)C)(C(C)C)C(C)C)=[CH:40][CH:39]=1>C1COCC1>[OH:29][C:26]1[CH:27]=[CH:28][C:18]2[C:17]([CH2:15][C:12]3[CH:13]=[CH:14][C:9]([O:8][CH2:7][CH2:6][N:1]4[CH2:5][CH2:4][CH2:3][CH2:2]4)=[CH:10][CH:11]=3)=[C:21]([C:38]3[CH:39]=[CH:40][C:41]([O:44][CH2:5][CH2:4][CH2:3][C:2]#[N:1])=[CH:42][CH:43]=3)[S:20][C:19]=2[CH:25]=1. Procedure: By essentially following the proceedure described in Example 16, Part C, the title compound was prepared as an oil starting from 6-benzyloxy-2-dimethylaminobenzo[b]thiophene-3-yl 4-[2-(1-pyrrolidinyl)ethoxy]phenyl ketone (Part A) and 1-bromo-4-(triisopropylsilyloxy)benzene in 57% yield following MPLC (SiO2; 10% then 15% then 20% THF with 5% TEA in hexanes).